Dataset: the Open Reaction Database (ORD), a public repository of structured organic reaction records. Task: describe an organic reaction: reactants, conditions, products, and yield Reactants: COCCO, Fc1cccc(F)n1, [H-], [Na+], CN(C)C=O. The product is COCCOc1cccc(F)n1. Reaction SMILES: [CH3:3][O:4][CH2:5][CH2:6][OH:7].[F:8][c:9]1[n:10][c:11]([F:15])[cH:12][cH:13][cH:14]1.[H-:1].[Na+:2].[O:16]=[CH:17][N:18]([CH3:19])[CH3:20]>>[CH3:3][O:4][CH2:5][CH2:6][O:7][c:9]1[n:10][c:11]([F:15])[cH:12][cH:13][cH:14]1. The reactants are CN(C)C=C(C#N)C(C1=CC=CC=C1)=O (α-[(dimethylamino)methylene]-β-oxo-2-benzenepropanenitrile), [N+](=O)(O)[O-].NNC(=N)N (aminoguanidine nitrate), [OH-].[Na+] (sodium hydroxide). Solvent: C(C)O (ethanol). Product: NC1=NNC=C1C(=O)C1=CC=CC=C1 ((3-Amino-1H-pyrazol-4-yl)phenylmethanone). Yield: 24.9%. As a reaction SMILES: C[N:2]([CH:4]=[C:5]([C:8](=[O:15])[C:9]1[CH:14]=[CH:13][CH:12]=[CH:11][CH:10]=1)[C:6]#[N:7])C.[N+:16]([O-])(O)=O.NNC(N)=N.[OH-].[Na+]>C(O)C>[NH2:2][C:4]1[C:5]([C:8]([C:9]2[CH:14]=[CH:13][CH:12]=[CH:11][CH:10]=2)=[O:15])=[CH:6][NH:7][N:16]=1 |f:1.2,3.4|. Procedure details: A reaction mixture comprisng 73.36 g of α-[(dimethylamino)methylene]-β-oxo-2-benzenepropanenitrile, 63.45 g of aminoguanidine nitrate, 500 ml of ethanol and 36.6 ml of 10N sodium hydroxide was refluxed for 10 hours and then cooled. The resulting precipitate was collected and washed with water, giving 17.1 g of the desired product, mp 177°-179° C.